From a dataset of the Open Reaction Database (ORD), a public repository of structured organic reaction records. describe an organic reaction: reactants, conditions, products, and yield Reactants: C(C1=CC=CC=C1)N(C(CCC(=O)C1=CC(=C(C=C1)Cl)S(N)(=O)=O)=O)C (4-(4-chloro-3-sulfamoylphenyl)-4-oxobutanoic acid N-benzyl-N-methylamide), [H][H] (hydrogen). The reagents and catalysts are [Pd] (palladium black). The solvent is CO (methanol). Product: ClC1=C(C=C(C=C1)C1(CCC(N1C)=O)O)S(N)(=O)=O (5-(4-chloro-3-sulfamoylphenyl)-5-hydroxy-1-methyl-2-oxopyrrolidine). Reaction SMILES: [CH2:1]([N:8](C)[C:9](=[O:25])[CH2:10][CH2:11][C:12]([C:14]1[CH:19]=[CH:18][C:17]([Cl:20])=[C:16]([S:21](=[O:24])(=[O:23])[NH2:22])[CH:15]=1)=[O:13])C1C=CC=CC=1.[H][H]>CO.[Pd]>[Cl:20][C:17]1[CH:18]=[CH:19][C:14]([C:12]2([OH:13])[N:8]([CH3:1])[C:9](=[O:25])[CH2:10][CH2:11]2)=[CH:15][C:16]=1[S:21](=[O:24])(=[O:23])[NH2:22]. Procedure details: 2 g of 4-(4-chloro-3-sulfamoylphenyl)-4-oxobutanoic acid N-benzyl-N-methylamide are hydrogenated in the presence of 0.5 g of palladium black in 40 ml of methanol in a duck-shaped shaking vessel until the theoretical amount of hydrogen has been taken up, the catalyst is filtered off, the filtrate is concentrated and the residue is worked up analogously to the instructions 1, to give 5-(4-chloro-3-sulfamoylphenyl)-5-hydroxy-1-methyl-2-oxopyrrolidine. Melting point 147°-149° C. Yields the product COC1=CC=2C(C3=CC=CC=C3C2C=C1)=O (2-Methoxy-9-fluorenone). The reagents and catalysts are S(=O)(=O)(O)[O-].C(CCC)[N+](CCCC)(CCCC)CCCC (tetrabutylammonium hydrogen sulfate). Isolated yield 71.0%. Reported procedure: A solution of 2-hydroxyfluorenone (5 g, 25 5 mmol) in 500 mL methylene chloride was charged with 100 mL solution of 1N NaOH (4 g, 100 mmol), a solution of p-methyl tosylate (9.5 g, 51 mmol) in 200 mL of water and tetrabutylammonium hydrogen sulfate (0.2 g, catalytic) at room temperature. The reaction was monitored by TLC (silica, 25% ethyl acetate in hexane). The reaction mixture was stirred overnight at room temperature, the layers were separated. The organic layer was dried over MgSO. and evap... Reaction conditions: time 8 hour. The solvent is C(Cl)Cl (methylene chloride), O (water), CCCCCC (hexane). Starting materials: OC=1C(C2=CC3=CC=CC=C3C2=CC1)=O (2-hydroxyfluorenone), solution, [OH-].[Na+] (NaOH), p-methyl tosylate, C(C)(=O)OCC (ethyl acetate). RXN SMILES: O[C:2]1[C:3](=O)[C:4]2[C:12](=[CH:13][CH:14]=1)[C:11]1[C:6](=[CH:7]C=C[CH:10]=1)[CH:5]=2.[OH-:16].[Na+].[C:18]([O:21][CH2:22][CH3:23])(=O)C>C(Cl)Cl.O.S([O-])(O)(=O)=O.C([N+](CCCC)(CCCC)CCCC)CCC.CCCCCC>[CH3:18][O:21][C:22]1[CH:23]=[CH:10][C:11]2[C:12]3[C:4](=[CH:3][CH:2]=[CH:14][CH:13]=3)[C:5](=[O:16])[C:6]=2[CH:7]=1 |f:1.2,6.7|. The reactants are CCOC(=O)CBr, N#Cc1ccc(CC23CCCC=C2N(c2cc(Cl)cc(Cl)c2)C(=O)N3)cc1, [H-], [Na+], CN(C)C=O. The product is CCOC(=O)CC12CCCCC1(Cc1ccc(C#N)cc1)NC(=O)N2c1cc(Cl)cc(Cl)c1. Reaction SMILES: [Br:30][CH2:31][C:32](=[O:33])[O:34][CH2:35][CH3:36].[Cl:1][c:2]1[cH:3][c:4]([N:9]2[C:10](=[O:27])[NH:11][C:12]3([CH2:18][c:19]4[cH:20][cH:21][c:22]([C:23]#[N:24])[cH:25][cH:26]4)[C:13]2=[CH:14][CH2:15][CH2:16][CH2:17]3)[cH:5][c:6]([Cl:8])[cH:7]1.[H-:29].[Na+:28].[O:37]=[CH:38][N:39]([CH3:40])[CH3:41]>>[Cl:1][c:2]1[cH:3][c:4]([N:9]2[C:10](=[O:27])[NH:11][C:12]3([CH2:18][c:19]4[cH:20][cH:21][c:22]([C:23]#[N:24])[cH:25][cH:26]4)[C:13]2([CH2:31][C:32](=[O:33])[O:34][CH2:35][CH3:36])[CH2:14][CH2:15][CH2:16][CH2:17]3)[cH:5][c:6]([Cl:8])[cH:7]1. Starting materials: C(#N)C=1C=CC(=NC1OC)C(=O)O (5-Cyano-6-methoxypyridine-2-carboxylic acid), C[Si](Cl)(C)C (trimethylchlorosilane). The solvent is CO (methanol). The product is C(#N)C=1C=CC(=NC1OC)C(=O)OC (methyl 5-cyano-6-methoxypyridine-2-carboxylate). As a reaction SMILES: [C:1]([C:3]1[CH:4]=[CH:5][C:6]([C:11]([OH:13])=[O:12])=[N:7][C:8]=1[O:9][CH3:10])#[N:2].[CH3:14][Si](C)(C)Cl>CO>[C:1]([C:3]1[CH:4]=[CH:5][C:6]([C:11]([O:13][CH3:14])=[O:12])=[N:7][C:8]=1[O:9][CH3:10])#[N:2]. Procedure details: 5-Cyano-6-methoxypyridine-2-carboxylic acid (see above) is reacted in methanol with the help of trimethylchlorosilane to give methyl 5-cyano-6-methoxypyridine-2-carboxylate (m.p. 125°-125° C.). Subsequent hydrogenation in methanol on palladium/charcoal in the presence of hydrochloride acid gives the desired aminomethyl compound (m.p. of the hydrochloride: 224°-226° C.). By the addition of a few drops of triethanolamine, the hydrogenation solution is brought to a pH of 7 and used directly for the... Reactants: FC(C(=O)O)(F)F.FC(C(=O)[O-])(F)F.C(N)(=N)C=1C=C(CN2C(=CC3=CC(=CC=C23)[N+](=O)[O-])C(=O)NCC2=CC=C(C=C2)[N+](C)(C)C)C=CC1 ([4-({[1-(3-Amidino-benzyl)-5-nitro-1H-indole-2-carbonyl]-amino}-methyl)-phenyl]-trimethyl-ammonium trifluoroacetate trifluoroacetic acid salt), C(C)(=O)O (acetic acid). The reagents and catalysts are [Pd] (Pd/C). Solvent: C(C)O (ethanol). Product: FC(C(=O)O)(F)F.FC(C(=O)[O-])(F)F.C(N)(=N)C=1C=C(CN2C(=CC3=CC(=CC=C23)N)C(=O)NCC2=CC=C(C=C2)[N+](C)(C)C)C=CC1 ([4-({[1-(3-Amidino-benzyl)-5-amino-1H-indole-2-carbonyl]-amino}-methyl)-phenyl]-trimethyl-ammonium trifluoroacetate trifluoroacetic acid salt). Isolated yield 70.0%. As a reaction SMILES: [F:1][C:2]([F:7])([F:6])[C:3]([OH:5])=[O:4].[F:8][C:9]([F:14])([F:13])[C:10]([O-:12])=[O:11].[C:15]([C:18]1[CH:19]=[C:20]([CH:48]=[CH:49][CH:50]=1)[CH2:21][N:22]1[C:30]2[C:25](=[CH:26][C:27]([N+:31]([O-])=O)=[CH:28][CH:29]=2)[CH:24]=[C:23]1[C:34]([NH:36][CH2:37][C:38]1[CH:43]=[CH:42][C:41]([N+:44]([CH3:47])([CH3:46])[CH3:45])=[CH:40][CH:39]=1)=[O:35])(=[NH:17])[NH2:16].C(O)(=O)C>C(O)C.[Pd]>[F:1][C:2]([F:7])([F:6])[C:3]([OH:5])=[O:4].[F:8][C:9]([F:14])([F:13])[C:10]([O-:12])=[O:11].[C:15]([C:18]1[CH:19]=[C:20]([CH:48]=[CH:49][CH:50]=1)[CH2:21][N:22]1[C:30]2[C:25](=[CH:26][C:27]([NH2:31])=[CH:28][CH:29]=2)[CH:24]=[C:23]1[C:34]([NH:36][CH2:37][C:38]1[CH:43]=[CH:42][C:41]([N+:44]([CH3:45])([CH3:46])[CH3:47])=[CH:40][CH:39]=1)=[O:35])(=[NH:16])[NH2:17] |f:0.1.2,6.7.8|. Procedure details: This compound was prepared from [4-({[1-(3-amidino-benzyl)-5-nitro-1H-indole-2-carbonyl]-amino}-methyl)-phenyl]-trimethyl-ammonium trifluoroacetate trifluoroacetic acid salt (example 36) by hydrogenation in ethanol with 3 equivalents of acetic acid, catalyzed by Pd/C (10%). Yield: 70%. M.p. 114° C. (dec.). MS: 455.3 (M+). Product: Cl.ClC=1C=C(C=CC1Cl)C(CCN1CCC(CC1)CCO)C1N(C(C2=CC=CC=C12)=O)C (3-[1-(3,4-Dichlorophenyl)-3-(4-(2-hydroxyethyl)piperidino)propyl]-2-methyl-2,3-dihydroisoindol-1-one hydrochloride). Starting materials: ClC=1C=C(C=CC1Cl)C(CC=O)C1N(C(C2=CC=CC=C12)=O)C (3-(3,4-dichlorophenyl)-3-(2-methyl-3-oxo-2,3-dihydro-1H-isoindol-1-yl)propionaldehyde), OCCC1CCNCC1 (4-(2-hydroxy-ethyl)piperidine). The yield is 64.3%. Procedure: 3-(3,4-dichlorophenyl)-3-(2-methyl-3-oxo-2,3-dihydro-1H-isoindol-1-yl)propionaldehyde (0.387g) was coupled to 4-(2-hydroxy-ethyl)piperidine (0.13g) by a method similar to that described in Example 8. The reaction product was not purified by chromatography but converted to the corresponding hydrochloride salt as described in the Example 8 to afford the title compound (0.178 g); mp 119°-125° C. (d); MS: m/z=461(M+1); NMR(CDCl3): 2.5-2.4(m,15), 3.1 (s,3), 3.56 (broad,2), 3.7 (broad,2), 4.7 (s,1), 6... Reaction SMILES: [Cl:1][C:2]1[CH:3]=[C:4]([CH:9]([CH:13]2[C:21]3[C:16](=[CH:17][CH:18]=[CH:19][CH:20]=3)[C:15](=[O:22])[N:14]2[CH3:23])[CH2:10][CH:11]=O)[CH:5]=[CH:6][C:7]=1[Cl:8].[OH:24][CH2:25][CH2:26][CH:27]1[CH2:32][CH2:31][NH:30][CH2:29][CH2:28]1>>[ClH:1].[Cl:1][C:2]1[CH:3]=[C:4]([CH:9]([CH:13]2[C:21]3[C:16](=[CH:17][CH:18]=[CH:19][CH:20]=3)[C:15](=[O:22])[N:14]2[CH3:23])[CH2:10][CH2:11][N:30]2[CH2:31][CH2:32][CH:27]([CH2:26][CH2:25][OH:24])[CH2:28][CH2:29]2)[CH:5]=[CH:6][C:7]=1[Cl:8] |f:2.3|. The reactants are C(C)(C)(C)OC(N(C)CCC1=C(C=CC=C1)NS(=O)(=O)C1=CC=CC=C1)=O (N-[2-(2-(Phenylsulfonylamino)phenyl)ethyl]-N-methylcarbamic acid tert-butyl ester), Cl (hydrogen chloride), C(C)(=O)OCC (ethyl acetate), Cl (hydrogen chloride), C(C)(=O)OCC (ethyl acetate). Run in ClCCl (dichloromethane). Run at time 1 hour. The product is CNCCC1=C(C=CC=C1)NS(=O)(=O)C1=CC=CC=C1 (N-[2-(2-(methylamino)ethyl)phenyl]benzenesulfonamide). The yield is 128.2%. Reaction SMILES: C(O[C:6](=O)[N:7]([CH2:9][CH2:10][C:11]1[CH:16]=[CH:15][CH:14]=[CH:13][C:12]=1[NH:17][S:18]([C:21]1[CH:26]=[CH:25][CH:24]=[CH:23][CH:22]=1)(=[O:20])=[O:19])C)(C)(C)C.Cl.C(OCC)(=O)C>ClCCl>[CH3:6][NH:7][CH2:9][CH2:10][C:11]1[CH:16]=[CH:15][CH:14]=[CH:13][C:12]=1[NH:17][S:18]([C:21]1[CH:26]=[CH:25][CH:24]=[CH:23][CH:22]=1)(=[O:19])=[O:20]. Procedure details: N-[2-(2-(Phenylsulfonylamino)phenyl)ethyl]-N-methylcarbamic acid tert-butyl ester (547 mg, 1.4 mmol) was dissolved in dichloromethane (5 ml). 3.1 N hydrogen chloride in ethyl acetate (3 ml, 9.3 mmol) was added. The solution was stirred at room temperature for 1 h. Another portion of 3.1 N hydrogen chloride in ethyl acetate (5 ml, 15.3 mmol) was added. The solution was stirred for another 3.5 h. The solvent was removed in vacuo. The crude product was purified by flash chromatography on silcia (7 ...